describe an organic reaction: reactants, conditions, products, and yield From a dataset of the Open Reaction Database (ORD), a public repository of structured organic reaction records. Starting materials: C(C)(C)(C)OC(=O)N(C[C@@H](C=1C=NC=CC1)O[Si](C)(C)C(C)(C)C)C[C@@H]1OC2=CC=C(C=C2CC1)C=1C=C(C(=O)OC)C=CC1 (Methyl 3-[(2R)-2-({(tert-butoxycarbonyl)[(2R)-2-{[tert-butyl(dimethyl)silyl]oxy}-2-(3-pyridinyl)ethyl]amino}methyl)-3,4-dihydro-2H-chromen-6-yl]benzoate), [OH-].[Na+] (sodium hydroxide). Run in O1CCCC1 (tetrahydrofuran), O (water), CO (methanol). Conditions: time 8 hour. The product is C(C)(C)(C)OC(=O)N(C[C@@H](C=1C=NC=CC1)O[Si](C)(C)C(C)(C)C)C[C@@H]1OC2=CC=C(C=C2CC1)C=1C=C(C(=O)O)C=CC1 (3-[(2R)-2-({(tert-Butoxycarbonyl)[(2R)-2-{[tert-butyl(dimethyl)silyl]oxy}-2-(3-pyridinyl)ethyl]amino}methyl)-3,4-dihydro-2H-chromen-6-yl]benzoic Acid). Yield: 77.4%. RXN SMILES: [C:1]([O:5][C:6]([N:8]([CH2:25][C@H:26]1[CH2:35][CH2:34][C:33]2[C:28](=[CH:29][CH:30]=[C:31]([C:36]3[CH:37]=[C:38]([CH:43]=[CH:44][CH:45]=3)[C:39]([O:41]C)=[O:40])[CH:32]=2)[O:27]1)[CH2:9][C@H:10]([O:17][Si:18]([C:21]([CH3:24])([CH3:23])[CH3:22])([CH3:20])[CH3:19])[C:11]1[CH:12]=[N:13][CH:14]=[CH:15][CH:16]=1)=[O:7])([CH3:4])([CH3:3])[CH3:2].[OH-].[Na+]>O1CCCC1.O.CO>[C:1]([O:5][C:6]([N:8]([CH2:25][C@H:26]1[CH2:35][CH2:34][C:33]2[C:28](=[CH:29][CH:30]=[C:31]([C:36]3[CH:37]=[C:38]([CH:43]=[CH:44][CH:45]=3)[C:39]([OH:41])=[O:40])[CH:32]=2)[O:27]1)[CH2:9][C@H:10]([O:17][Si:18]([C:21]([CH3:24])([CH3:23])[CH3:22])([CH3:20])[CH3:19])[C:11]1[CH:12]=[N:13][CH:14]=[CH:15][CH:16]=1)=[O:7])([CH3:2])([CH3:3])[CH3:4] |f:1.2|. Reported procedure: The product from Example 85 (3.0 g, 4.8 mmol) was diluted with 10 mL each of tetrahydrofuran, water, and methanol; 15 mL of 1 N sodium hydroxide (14.4 mmol) was added; and allowed solution to stir overnight at room temperature. The solution was concentrated, water added, and neutralized with 1 N phosphoric acid. The aqueous layer was extracted with methylene chloride, dried over anhydrous sodium sulfate, and concentrated in vacuo. Purified by Biotage in gradient 10-30% ethyl acetate/hexanes, the... Starting materials: O=C1c2ccccc2C(=O)N1CCCBr, [K+], [K+], O=C([O-])[O-], CN(C)C=O, O=C1CCC(c2ccc(O)cc2)=NN1. Yields the product O=C1CCC(c2ccc(OCCCN3C(=O)c4ccccc4C3=O)cc2)=NN1. RXN SMILES: [Br:21][CH2:22][CH2:23][CH2:24][N:25]1[C:26](=[O:35])[c:27]2[c:28]([cH:31][cH:32][cH:33][cH:34]2)[C:29]1=[O:30].[K+:15].[K+:16].[O-:17][C:18]([O-:19])=[O:20].[O:36]=[CH:37][N:38]([CH3:39])[CH3:40].[OH:1][c:2]1[cH:3][cH:4][c:5]([C:8]2=[N:13][NH:12][C:11](=[O:14])[CH2:10][CH2:9]2)[cH:6][cH:7]1>>[O:1]([c:2]1[cH:3][cH:4][c:5]([C:8]2=[N:13][NH:12][C:11](=[O:14])[CH2:10][CH2:9]2)[cH:6][cH:7]1)[CH2:22][CH2:23][CH2:24][N:25]1[C:26](=[O:35])[c:27]2[c:28]([cH:31][cH:32][cH:33][cH:34]2)[C:29]1=[O:30].